From a dataset of the Open Reaction Database (ORD), a public repository of structured organic reaction records. describe an organic reaction: reactants, conditions, products, and yield Run in CO (methanol), C[O-].[Na+] (sodium methoxide). Reactants: C(C)(C)OP(=O)(OC(C)C)C1OC(C2C1OC(O2)(C)C)COC(C)=O (Acetic acid 6-(diisopropoxy-phosphoryl)-2,2-dimethyl-tetrahydro-furo[3,4-d][1,3]dioxol-4-ylmethyl ester). Product: C(C)(C)OP(OC(C)C)(=O)C1OC(C2OC(OC21)(C)C)CO ((6-Hydroxymethyl-2,2-dimethyl-tetrahydro-furo[3,4-d][1,3]dioxol-4-yl)-phosphonic acid diisopropyl ester). As a reaction SMILES: [CH:1]([O:4][P:5]([CH:11]1[CH:15]2[O:16][C:17]([CH3:20])([CH3:19])[O:18][CH:14]2[CH:13]([CH2:21][O:22]C(=O)C)[O:12]1)([O:7][CH:8]([CH3:10])[CH3:9])=[O:6])([CH3:3])[CH3:2]>CO.C[O-].[Na+]>[CH:1]([O:4][P:5]([CH:11]1[CH:15]2[CH:14]([O:18][C:17]([CH3:19])([CH3:20])[O:16]2)[CH:13]([CH2:21][OH:22])[O:12]1)(=[O:6])[O:7][CH:8]([CH3:10])[CH3:9])([CH3:3])[CH3:2] |f:2.3|. Isolated yield 99.1%. Procedure: Acetic acid 6-(diisopropoxy-phosphoryl)-2,2-dimethyl-tetrahydro-furo[3,4-d][1,3]dioxol-4-ylmethyl ester (467 mg, 1.22 mmol) in dry methanol (10 mL) and methanolic sodium methoxide (0.1M, 1 mL) was stirred at RT for 0.5 h. Dowex acidic resin was added until neutral pH was attained, the reaction mixture filtered and concentrated to give (6-Hydroxymethyl-2,2-dimethyl-tetrahydro-furo[3,4-d][1,3]dioxol-4-yl)-phosphonic acid diisopropyl ester as a colorless syrup (409 mg, 99%).